From a dataset of the Open Reaction Database (ORD), a public repository of structured organic reaction records. describe an organic reaction: reactants, conditions, products, and yield Starting materials: CCOC(C)=O, CCCCc1ncc(CC(=O)NC(Cc2ccccc2)C(=O)OC)n1Cc1ccccc1Cl, COC(=O)C(N)Cc1ccccc1, CO, Cl. Product: CCCCc1ncc(CC(=O)NC(Cc2ccccc2)C(=O)O)n1Cc1ccccc1Cl. Reaction SMILES: [C:48]([O:49][CH2:50][CH3:51])(=[O:52])[CH3:53].[CH3:15][O:16][C:17]([CH:18]([NH:19][C:20](=[O:21])[CH2:22][c:23]1[cH:24][n:25][c:26]([CH2:36][CH2:37][CH2:38][CH3:39])[n:27]1[CH2:28][c:29]1[c:30]([Cl:35])[cH:31][cH:32][cH:33][cH:34]1)[CH2:40][c:41]1[cH:42][cH:43][cH:44][cH:45][cH:46]1)=[O:47].[CH3:2][O:3][C:4](=[O:5])[CH:6]([CH2:7][c:8]1[cH:9][cH:10][cH:11][cH:12][cH:13]1)[NH2:14].[CH3:54][OH:55].[ClH:1]>>[O:16]=[C:17]([CH:18]([NH:19][C:20](=[O:21])[CH2:22][c:23]1[cH:24][n:25][c:26]([CH2:36][CH2:37][CH2:38][CH3:39])[n:27]1[CH2:28][c:29]1[c:30]([Cl:35])[cH:31][cH:32][cH:33][cH:34]1)[CH2:40][c:41]1[cH:42][cH:43][cH:44][cH:45][cH:46]1)[OH:47]. Starting materials: COC(=O)C=1SC=CC1N(C(=O)[C@@H]1CC[C@H](CC1)C)[C@@H]1CC[C@H](CC1)O (3-[(trans-4-hydroxy-cyclohexyl)-(trans-4-methylcyclohexanecarbonyl)-amino]-thiophene-2-carboxylic acid methyl ester), [OH-].[Li+] (lithium hydroxide). Product: O[C@@H]1CC[C@H](CC1)N(C1=C(SC=C1)C(=O)O)C(=O)[C@@H]1CC[C@H](CC1)C (3-[(trans-4-hydroxy-cyclohexyl)-(trans-4-methyl-cyclohexanecarbonyl)-amino]-thiophene-2-carboxylic acid). RXN SMILES: C[O:2][C:3]([C:5]1[S:6][CH:7]=[CH:8][C:9]=1[N:10]([C@H:20]1[CH2:25][CH2:24][C@H:23]([OH:26])[CH2:22][CH2:21]1)[C:11]([C@H:13]1[CH2:18][CH2:17][C@H:16]([CH3:19])[CH2:15][CH2:14]1)=[O:12])=[O:4].[OH-].[Li+]>>[OH:26][C@H:23]1[CH2:24][CH2:25][C@H:20]([N:10]([C:11]([C@H:13]2[CH2:14][CH2:15][C@H:16]([CH3:19])[CH2:17][CH2:18]2)=[O:12])[C:9]2[CH:8]=[CH:7][S:6][C:5]=2[C:3]([OH:4])=[O:2])[CH2:21][CH2:22]1 |f:1.2|. Procedure: The product from step I (30 mg) was hydrolyzed with lithium hydroxide as described earlier (example 3, step VIII) to afford after column purification on silica gel (CH2Cl2-MeOH) 16 mg (57%) of 3-[(trans-4-hydroxy-cyclohexyl)-(trans-4-methyl-cyclohexanecarbonyl)-amino]-thiophene-2-carboxylic acid. Reactants: COCCBr, CN(C)C=O, O=C(c1cc2cc(C(=O)N3CCCC3CN3CCCC3)ccc2[nH]1)N1CCC(F)(F)CC1, [H-], [Na+]. Yields the product COCCn1c(C(=O)N2CCC(F)(F)CC2)cc2cc(C(=O)N3CCCC3CN3CCCC3)ccc21. RXN SMILES: [CH3:35][O:36][CH2:37][CH2:38][Br:39].[CH3:40][N:41]([CH3:42])[CH:43]=[O:44].[F:1][C:2]1([F:32])[CH2:3][CH2:4][N:5]([C:8](=[O:9])[c:10]2[nH:11][c:12]3[cH:13][cH:14][c:15]([C:19](=[O:20])[N:21]4[CH:22]([CH2:26][N:27]5[CH2:28][CH2:29][CH2:30][CH2:31]5)[CH2:23][CH2:24][CH2:25]4)[cH:16][c:17]3[cH:18]2)[CH2:6][CH2:7]1.[H-:33].[Na+:34]>>[F:1][C:2]1([F:32])[CH2:3][CH2:4][N:5]([C:8](=[O:9])[c:10]2[n:11]([CH2:38][CH2:37][O:36][CH3:35])[c:12]3[cH:13][cH:14][c:15]([C:19](=[O:20])[N:21]4[CH:22]([CH2:26][N:27]5[CH2:28][CH2:29][CH2:30][CH2:31]5)[CH2:23][CH2:24][CH2:25]4)[cH:16][c:17]3[cH:18]2)[CH2:6][CH2:7]1. Starting materials: [N+](=O)(O)[O-] (HNO3), FC(C1=CC(=CC=C1)O)(F)F (α,α,α-trifluoro-m-cresol). Product: [N+](=O)([O-])C1=C(C=C(C=C1)C(F)(F)F)O (2-nitro-5-trifluoromethylphenol). Isolated yield 27.0%. RXN SMILES: [N+:1]([O-:4])(O)=[O:2].[F:5][C:6]([F:15])([F:14])[C:7]1[CH:12]=[CH:11][CH:10]=[C:9]([OH:13])[CH:8]=1>>[N+:1]([C:10]1[CH:11]=[CH:12][C:7]([C:6]([F:15])([F:14])[F:5])=[CH:8][C:9]=1[OH:13])([O-:4])=[O:2]. Reported procedure: 2-Nitro-5-trifluoromethylphenol was prepared by adding concentrated HNO3 (6 mL) drop-wise to α,α,α-trifluoro-m-cresol (5 g, 30.8 mmol) at room temperature. After the addition was complete. the reaction was quenched with saturated ammonium acetate and extracted with EtOAc. The organic was separated, dried over sodium sulfate and filtered. Concentration of the solution in vacuo afforded an oil which was purified by column chromatography (gradient 100% hexane to 50% EtOAc/hexanes) to afford the tit... Starting materials: CC1(OC(CC(O1)=O)=O)C (2,2-dimethyl-1,3-dioxan-4,6-dione), C(OCC)(OCC)OCC (triethyl orthoformate), COC1=C(N)C=CC(=C1)OC (2,4-dimethoxyaniline). The solvent is C(C)(C)OC(C)C (isopropyl ether). Reaction conditions: temperature 85 celsius. The product is COC1=C(C=CC(=C1)OC)NC=C1C(OC(OC1=O)(C)C)=O (5-[(2,4-dimethoxyphenyl)aminomethylene]2,2-dimethyl-1,3-dioxan-4,6-dione). Yield: 87.8%. As a reaction SMILES: [CH3:1][C:2]1([CH3:10])[O:7][C:6](=[O:8])[CH2:5][C:4](=[O:9])[O:3]1.[CH:11](OCC)(OCC)OCC.[CH3:21][O:22][C:23]1[CH:29]=[C:28]([O:30][CH3:31])[CH:27]=[CH:26][C:24]=1[NH2:25]>C(OC(C)C)(C)C>[CH3:21][O:22][C:23]1[CH:29]=[C:28]([O:30][CH3:31])[CH:27]=[CH:26][C:24]=1[NH:25][CH:11]=[C:5]1[C:6](=[O:8])[O:7][C:2]([CH3:10])([CH3:1])[O:3][C:4]1=[O:9]. Procedure details: In a three neck round-bottom flask equipped with a reflux condenser and a mechanical stirrer, a solution of 10.0 g (69.3 mmol) of 2,2-dimethyl-1,3-dioxan-4,6-dione (Meldrum's acid) and 46 mL (277 mmol) of triethyl orthoformate was treated with 11.1 g (72.7 mmol) of 2,4-dimethoxyaniline. The mixture was heated at 85° C. for two hours. Upon cooling to room temperature, the reaction mixture was diluted with isopropyl ether and filtered to furnish 18.7 g of 5-[(2,4-dimethoxyphenyl)aminomethylene]2,2...